This data is from the Open Reaction Database (ORD), a public repository of structured organic reaction records. The task is: describe an organic reaction: reactants, conditions, products, and yield Starting materials: C(C)(=O)NC1CNCC1 (3-Acetamidopyrrolidine), C(C)(=O)OC(C)=O (acetic anhydride). Yields the product C(C)(=O)N[C@@H]1CNCC1 ((3S)-3-acetamidopyrrolidine). Reaction SMILES: [C:1]([NH:4][CH:5]1[CH2:9][CH2:8][NH:7][CH2:6]1)(=[O:3])[CH3:2].C(OC(=O)C)(=O)C>>[C:1]([NH:4][C@H:5]1[CH2:9][CH2:8][NH:7][CH2:6]1)(=[O:3])[CH3:2]. Procedure details: An alternate preparation of (3S)-3-acetamidopyrrolidine (12) began by repeating steps (a) and (b) as described above. However, instead of reducing the product (10) with thiolacetic acid, the reduction was accomplished with hydrogen in the presence of a platinum catalyst to obtain the amine (11). The amine was thereafter acylated with acetic anhydride and the R1 group was cleaved as described above to obtain (12), where R4 is acetyl.